Task: describe an organic reaction: reactants, conditions, products, and yield. Dataset: the Open Reaction Database (ORD), a public repository of structured organic reaction records Reactants: COC1=CC=C(C=C1)C1=NNC=C1C=1SC2=C(N1)C=CC=C2 (2-[3-(4-methoxyphenyl)-1H-pyrazol-4-yl]benzothiazole), BrB(Br)Br (tribromoborane), solution. Solvent: C(Cl)Cl (CH2Cl2). Reaction conditions: time 8 hour. Product: S1C(=NC2=C1C=CC=C2)C=2C(=NNC2)C2=CC=C(C=C2)O (4-(4-Benzothiazol-2-yl-1H-pyrazol-3-yl)phenol). Isolated yield 66.1%. Reaction SMILES: C[O:2][C:3]1[CH:8]=[CH:7][C:6]([C:9]2[C:13]([C:14]3[S:15][C:16]4[CH:22]=[CH:21][CH:20]=[CH:19][C:17]=4[N:18]=3)=[CH:12][NH:11][N:10]=2)=[CH:5][CH:4]=1.BrB(Br)Br>C(Cl)Cl>[S:15]1[C:16]2[CH:22]=[CH:21][CH:20]=[CH:19][C:17]=2[N:18]=[C:14]1[C:13]1[C:9]([C:6]2[CH:7]=[CH:8][C:3]([OH:2])=[CH:4][CH:5]=2)=[N:10][NH:11][CH:12]=1. Reported procedure: To a suspension of 2-[3-(4-methoxyphenyl)-1H-pyrazol-4-yl]benzothiazole (100 mg, 0.33 mmol) was slowly added tribromoborane (3.3 mL of a 1 M solution in CH2Cl2, 3.3 mmol). The mixture was stirred overnight. The reaction was then quenched by the addition of methanol. The mixture was neutralized with sodium carbonate solution and extracted three times with ethyl acetate. The organic extracts were combined, washed with brine, dried over Na2SO4, filtered, and evaporated. The crude material was recry... Starting materials: [N+](=O)([O-])C=1C=C2CC(CC2=CC1)NC(C)=O (N-(5-nitro-indan-2-yl)-acetamide), Cl (hydrochloric acid). Reaction conditions: time 8 hour. Yields the product Cl.NC1CC2=CC=C(C=C2C1)[N+](=O)[O-] (2-Amino-5-nitro-indane hydrochloride). As a reaction SMILES: [N+:1]([C:4]1[CH:5]=[C:6]2[C:10](=[CH:11][CH:12]=1)[CH2:9][CH:8]([NH:13]C(=O)C)[CH2:7]2)([O-:3])=[O:2].[ClH:17]>>[ClH:17].[NH2:13][CH:8]1[CH2:7][C:6]2[C:10](=[CH:11][CH:12]=[C:4]([N+:1]([O-:3])=[O:2])[CH:5]=2)[CH2:9]1 |f:2.3|. Procedure: To N-(5-nitro-indan-2-yl)-acetamide (23.5 g, 107 mmol) is added 2N hydrochloric acid (500 mL). The mixture is heated to reflux for 24 h and then concentrated in vacuo. Methanol (100 mL) is added to the residue and the mixture is concentrated in vacuo. Toluene (100 mL) is added and the mixture is again concentrated. A solution of the residue in methanol (100 mL) is warmed, diethyl ether (500 mL) is added and the mixture is let stand overnight. The solid is collected by filtration and air dried to... The reactants are BrC1=CC=CC(=N1)C(C(=O)N)(C)C (2-(6-bromopyridin-2-yl)-2-methylpropanamide), NC=1SC(=CC1C(=O)N)C1=C(C=C(C=C1F)C(C)(C)O)F (2-amino-5-[2,6-difluoro-4-(1-hydroxy-1-methylethyl)phenyl]thiophene-3-carboxamide). The product is NC(C(C)(C)C1=CC=CC(=N1)NC=1SC(=CC1C(=O)N)C1=C(C=C(C=C1F)C(C)(C)O)F)=O (2-{[6-(2-Amino-1,1-dimethyl-2-oxoethyl)pyridin-2-yl]amino}-5-[2,6-difluoro-4-(1-hydroxy-1-methylethyl)phenyl]thiophene-3-carboxamide). Reaction SMILES: Br[C:2]1[N:7]=[C:6]([C:8]([CH3:13])([CH3:12])[C:9]([NH2:11])=[O:10])[CH:5]=[CH:4][CH:3]=1.[NH2:14][C:15]1[S:16][C:17]([C:23]2[C:28]([F:29])=[CH:27][C:26]([C:30]([OH:33])([CH3:32])[CH3:31])=[CH:25][C:24]=2[F:34])=[CH:18][C:19]=1[C:20]([NH2:22])=[O:21]>>[NH2:11][C:9](=[O:10])[C:8]([C:6]1[N:7]=[C:2]([NH:14][C:15]2[S:16][C:17]([C:23]3[C:24]([F:34])=[CH:25][C:26]([C:30]([OH:33])([CH3:31])[CH3:32])=[CH:27][C:28]=3[F:29])=[CH:18][C:19]=2[C:20]([NH2:22])=[O:21])[CH:3]=[CH:4][CH:5]=1)([CH3:13])[CH3:12]. Procedure: The title compound was prepared according to the procedure described in Example 1 using 2-(6-bromopyridin-2-yl)-2-methylpropanamide (117 mg, 0.48 mmol) and 2-amino-5-[2,6-difluoro-4-(1-hydroxy-1-methylethyl)phenyl]thiophene-3-carboxamide (150 mg, 0.48 mmol) as starting materials. Starting materials: Cl (HCl), [Li+].[OH-] (LiOH), COC(C(CC1=CC=CC=C1)NC(=O)OCC1=CC=C(C=C1)COC1=CC=C(C=C1)F)=O (2-(4-(4-Fluorophenoxy)methylbenzyloxycarbonyl)amino-3-phenyl-propionic acid methyl ester). Solvent: O (water), CO (methanol), O (water). Reaction conditions: time 2 hour. The product is FC1=CC=C(OCC2=CC=C(COC(=O)NC(C(=O)O)CC3=CC=CC=C3)C=C2)C=C1 (2-[4-(4-Fluoro-phenoxymethyl)benzyloxycarbonylamino]-3-phenyl-propionic acid). Yield: 66.5%. As a reaction SMILES: C[O:2][C:3](=[O:32])[CH:4]([NH:12][C:13]([O:15][CH2:16][C:17]1[CH:22]=[CH:21][C:20]([CH2:23][O:24][C:25]2[CH:30]=[CH:29][C:28]([F:31])=[CH:27][CH:26]=2)=[CH:19][CH:18]=1)=[O:14])[CH2:5][C:6]1[CH:11]=[CH:10][CH:9]=[CH:8][CH:7]=1.[Li+].[OH-].Cl>CO.O>[F:31][C:28]1[CH:27]=[CH:26][C:25]([O:24][CH2:23][C:20]2[CH:19]=[CH:18][C:17]([CH2:16][O:15][C:13]([NH:12][CH:4]([CH2:5][C:6]3[CH:7]=[CH:8][CH:9]=[CH:10][CH:11]=3)[C:3]([OH:32])=[O:2])=[O:14])=[CH:22][CH:21]=2)=[CH:30][CH:29]=1 |f:1.2|. Procedure: 2-[4-(4-Fluoro-phenoxymethyl)benzyloxycarbonyl]amino-3-phenyl-propionic acid methyl ester 38 (115 mg) was dissolved in 10 ml methanol, then treated with 1.1 equiv LiOH in water. After 2 hrs at 60° C., the mixture was poured into water, acidified with HCl, and extracted The organic phase was dried, evaporated and recrystallized to yield about 74 mg of 2-[4-(4-fluorophenoxymethyl) benzyloxycarbonyl]amino-3-phenyl-propionic acid 40, mp. 111.8-113.4° C. Starting materials: FC(C1=NC2=C(N1C1=CC(=NC(=N1)N1CCOCC1)OC1CN(C1)C(=O)[C@@H]1CC[C@@H](CC1)O)C=CC=C2)F ([3-({6-[2-(difluoromethyl)-1H-benzimidazol-1-yl]-2-(morpholin-4-yl)pyrimidin-4-yl}oxy)azetidin-1-yl](cis-4-hydroxycyclohexyl)methanone), CC(=O)OI1(C=2C=CC=CC2C(=O)O1)(OC(=O)C)OC(=O)C (Dess-Martin reagent), C(C)(=O)OCC (ethyl acetate). The solvent is C(Cl)Cl (methylene chloride). Reaction conditions: time 8 hour. Product: FC(C1=NC2=C(N1C1=CC(=NC(=N1)N1CCOCC1)OC1CN(C1)C(=O)C1CCC(CC1)=O)C=CC=C2)F (4-{[3-({6-[2-(difluoromethyl)-1H-benzimidazol-1-yl]-2-(morpholin-4-yl)pyrimidin-4-yl}oxy)azetidin-1-yl]carbonyl}cyclohexanone). Isolated yield 33.5%. Reaction SMILES: [F:1][CH:2]([F:38])[C:3]1[N:7]([C:8]2[N:13]=[C:12]([N:14]3[CH2:19][CH2:18][O:17][CH2:16][CH2:15]3)[N:11]=[C:10]([O:20][CH:21]3[CH2:24][N:23]([C:25]([C@H:27]4[CH2:32][CH2:31][C@@H:30]([OH:33])[CH2:29][CH2:28]4)=[O:26])[CH2:22]3)[CH:9]=2)[C:6]2[CH:34]=[CH:35][CH:36]=[CH:37][C:5]=2[N:4]=1.CC(OI1(OC(C)=O)(OC(C)=O)OC(=O)C2C=CC=CC1=2)=O.C(OCC)(=O)C>C(Cl)Cl>[F:38][CH:2]([F:1])[C:3]1[N:7]([C:8]2[N:13]=[C:12]([N:14]3[CH2:19][CH2:18][O:17][CH2:16][CH2:15]3)[N:11]=[C:10]([O:20][CH:21]3[CH2:22][N:23]([C:25]([CH:27]4[CH2:32][CH2:31][C:30](=[O:33])[CH2:29][CH2:28]4)=[O:26])[CH2:24]3)[CH:9]=2)[C:6]2[CH:34]=[CH:35][CH:36]=[CH:37][C:5]=2[N:4]=1. Procedure: To a solution of [3-({6-[2-(difluoromethyl)-1H-benzimidazol-1-yl]-2-(morpholin-4-yl)pyrimidin-4-yl}oxy)azetidin-1-yl](cis-4-hydroxycyclohexyl)methanone (60 mg) in methylene chloride (1.2 mL) was added a Dess-Martin reagent (53 mg) under ice-cooling, followed by stirring at room temperature overnight. To the reaction mixture were added ethyl acetate and a saturated aqueous sodium bicarbonate solution, the organic layer was extracted, washed with saturated brine, and then dried over anhydrous magn...